From a dataset of the Open Reaction Database (ORD), a public repository of structured organic reaction records. describe an organic reaction: reactants, conditions, products, and yield Starting materials: C(CCC(=O)OC)(=O)OC (dimethyl succinate), CC(C=O)(C)C (trirnethylacetaldehyde), CC(C)([O-])C.[K+] (potassium tert-butoxide). The solvent is C(C)(C)(C)O (tert-butanol). Run at time 1 hour. The product is COC(C(CC(=O)O)=CC(C)(C)C)=O (2-(2,2,2-Trimethylethylidene)succinic acid mono-methyl ester). Yield: 74.4%. Reaction SMILES: CC(C)([O-])C.[K+].[C:7]([O:15]C)(=[O:14])[CH2:8][CH2:9][C:10]([O:12][CH3:13])=[O:11].[CH3:17][C:18]([CH3:22])([CH3:21])[CH:19]=O>C(O)(C)(C)C>[CH3:13][O:12][C:10](=[O:11])[C:9](=[CH:17][C:18]([CH3:22])([CH3:21])[CH3:19])[CH2:8][C:7]([OH:15])=[O:14] |f:0.1|. Procedure: To a solution of 11.2 g (0.1 mol) potassium tert-butoxide in 100 ml tert-butanol was added a mixture of 14.6 g (0.1 mol) dimethyl succinate and 8.6 g (0.1 mol) trirnethylacetaldehyde over a period of 30 min. The mixture was allowed to stir at room temperature for one hour and heated to 50° C. for an additional hour. The solvent was removed under reduced pressure, the residue was dissolved in 100 ml water and transferred into a separation funnel. The solution was extracted twice with 50 ml ethyl ... Starting materials: [Al+3], [Cl-], [Cl-], [Cl-], O=S(=O)(Cl)c1ccc(Cl)cc1, ClCCCl, Cl, COc1ccccc1C1CCN(C(=O)C(F)(F)F)CC1. The product is COc1ccc(S(=O)(=O)c2ccc(Cl)cc2)cc1C1CCN(C(=O)C(F)(F)F)CC1. RXN SMILES: [Al+3:33].[Cl-:32].[Cl-:34].[Cl-:35].[Cl:21][c:22]1[cH:23][cH:24][c:25]([S:28](=[O:29])(=[O:30])[Cl:31])[cH:26][cH:27]1.[Cl:37][CH2:38][CH2:39][Cl:40].[ClH:36].[F:1][C:2]([C:3](=[O:4])[N:5]1[CH2:6][CH2:7][CH:8]([c:11]2[c:12]([O:17][CH3:18])[cH:13][cH:14][cH:15][cH:16]2)[CH2:9][CH2:10]1)([F:19])[F:20]>>[F:1][C:2]([C:3](=[O:4])[N:5]1[CH2:6][CH2:7][CH:8]([c:11]2[c:12]([O:17][CH3:18])[cH:13][cH:14][c:15]([S:28]([c:25]3[cH:24][cH:23][c:22]([Cl:21])[cH:27][cH:26]3)(=[O:29])=[O:30])[cH:16]2)[CH2:9][CH2:10]1)([F:19])[F:20]. The reactants are CCOC(=O)CCCBr, [H-], [Na+], CN(C)C=O, Oc1ccc(N2CCN(c3ccncc3)CC2)cc1. Yields the product CCOC(=O)CCCOc1ccc(N2CCN(c3ccncc3)CC2)cc1. Reaction SMILES: [Br:22][CH2:23][CH2:24][CH2:25][C:26](=[O:27])[O:28][CH2:29][CH3:30].[H-:20].[Na+:21].[O:31]=[CH:32][N:33]([CH3:34])[CH3:35].[n:1]1[cH:2][cH:3][c:4]([N:7]2[CH2:8][CH2:9][N:10]([c:13]3[cH:14][cH:15][c:16]([OH:19])[cH:17][cH:18]3)[CH2:11][CH2:12]2)[cH:5][cH:6]1>>[n:1]1[cH:2][cH:3][c:4]([N:7]2[CH2:8][CH2:9][N:10]([c:13]3[cH:14][cH:15][c:16]([O:19][CH2:23][CH2:24][CH2:25][C:26](=[O:27])[O:28][CH2:29][CH3:30])[cH:17][cH:18]3)[CH2:11][CH2:12]2)[cH:5][cH:6]1. Starting materials: O1COC2=CC3=C(N=C(N3)S)C=C21 (5H-1,3-dioxolo[4,5-f]benzimidazole-6-thiol), Cl.ClCC1=NC=C(C(=C1)OC)C (2-chloromethyl-4-methoxy-5-methylpyridine hydrochloride), [OH-].[Na+] (sodium hydroxide). The solvent is alcohol, O (water). The product is COC1=CC(=NC=C1C)CSC=1NC2=C(N1)C=C1C(=C2)OCO1 (6-[[(4-methoxy-5-methyl-2-pyridyl)-methyl]thio]-5H-1,3-dioxolo[4,5-f]benzimidazole). RXN SMILES: [O:1]1[C:13]2[C:4](=[CH:5][C:6]3[NH:10][C:9]([SH:11])=[N:8][C:7]=3[CH:12]=2)[O:3][CH2:2]1.Cl.Cl[CH2:16][C:17]1[CH:22]=[C:21]([O:23][CH3:24])[C:20]([CH3:25])=[CH:19][N:18]=1.[OH-].[Na+]>O>[CH3:24][O:23][C:21]1[C:20]([CH3:25])=[CH:19][N:18]=[C:17]([CH2:16][S:11][C:9]2[NH:10][C:6]3[CH:5]=[C:4]4[O:3][CH2:2][O:1][C:13]4=[CH:12][C:7]=3[N:8]=2)[CH:22]=1 |f:1.2,3.4|. Procedure details: 5.82 g of 5H-1,3-dioxolo[4,5-f]benzimidazole-6-thiol were suspended in 200 ml of alcohol and the suspension was treated with 6.3 g of 2-chloromethyl-4-methoxy-5-methylpyridine hydrochloride while cooling. Thereafter, a solution of 2.4 g of sodium hydroxide in 100 ml of water was added dropwise thereto, the mixture was left to boil at reflux overnight and subsequently evaporated to dryness in vacuo. The residue was dissolved in 500 ml of methylene chloride. The solution was washed firstly with 25... Reactants: C(C)OCC (diethyl ether), C(=S)=S (carbon disulphide), NC1=NC(=CC=C1)CC (2-amino-6-ethylpyridine). The solvent is C(C)#N (acetonitrile), C(C)N(CC)CC (triethylamine). Conditions: temperature 20 celsius, time 20 hour. Yields the product C(C)C1=CC=CC(=N1)NC([S-])=S.C(C)[NH+](CC)CC (triethylammonium (6-ethylpyrid-2-yl)dithiocarbamate). Reaction SMILES: [C:1](=[S:3])=[S:2].[NH2:4][C:5]1[CH:10]=[CH:9][CH:8]=[C:7]([CH2:11][CH3:12])[N:6]=1.[CH2:13](OCC)[CH3:14]>C(#N)C.C(N(CC)CC)C>[CH2:11]([C:7]1[N:6]=[C:5]([NH:4][C:1](=[S:3])[S-:2])[CH:10]=[CH:9][CH:8]=1)[CH3:12].[CH2:13]([NH+:6]([CH2:5][CH3:10])[CH2:7][CH3:11])[CH3:14] |f:5.6|. Procedure details: A solution of carbon disulphide (17.5 cc) in anhydrous acetonitrile (19.5 cc) is added to a solution of 2-amino-6-ethylpyridine (27.0 g) in anhydrous triethylamine (60 cc) at a temperature of 25° C. After 20 hours stirring at 20° C., anhydous diethyl ether (250 cc) is added. After cooling for 1 hour at 2° C., the resulting crystals are filtered off, washed three times with anhydrous diethyl ether (240 cc) and dried under reduced pressure (20 mm.Hg) at 20° C. to give triethylammonium (6-ethylpyri... The reactants are C(=CCCC)C1=CC=C(C=C1)C#CC1=CC=C(C=C1)Br (1-[4-(1-pentenyl)phenyl]-2-(4-bromophenyl)acetylene), [OH-].[Na+] (sodium hydroxide), aqueous solution, [OH-].[Na+] (sodium hydroxide), OO (hydrogen peroxide). The reagents and catalysts are C=1C=CC(=CC1)[P](C=2C=CC=CC2)(C=3C=CC=CC3)[Pd]([P](C=4C=CC=CC4)(C=5C=CC=CC5)C=6C=CC=CC6)([P](C=7C=CC=CC7)(C=8C=CC=CC8)C=9C=CC=CC9)[P](C=1C=CC=CC1)(C=1C=CC=CC1)C=1C=CC=CC1 (tetrakis(triphenylphosphine)palladium). Run in O1CCCC1 (tetrahydrofuran), O1CCCC1 (tetrahydrofuran). The product is C(=CCCC)C1=CC=C(C=C1)C#CC1=CC=C(C=C1)\C=C\CCC (1-[4-(1-pentenyl)phenyl]-2-[4-(1-trans-pentenyl)phenyl]acetylene). Yield: 169.6%. Reaction SMILES: [CH:1]([C:6]1[CH:11]=[CH:10][C:9]([C:12]#[C:13][C:14]2[CH:19]=[CH:18][C:17](Br)=[CH:16][CH:15]=2)=[CH:8][CH:7]=1)=[CH:2][CH2:3][CH2:4][CH3:5].[OH-].[Na+].OO>O1CCCC1.C1C=CC([P]([Pd]([P](C2C=CC=CC=2)(C2C=CC=CC=2)C2C=CC=CC=2)([P](C2C=CC=CC=2)(C2C=CC=CC=2)C2C=CC=CC=2)[P](C2C=CC=CC=2)(C2C=CC=CC=2)C2C=CC=CC=2)(C2C=CC=CC=2)C2C=CC=CC=2)=CC=1>[CH:1]([C:6]1[CH:11]=[CH:10][C:9]([C:12]#[C:13][C:14]2[CH:19]=[CH:18][C:17](/[CH:6]=[CH:1]/[CH2:2][CH2:3][CH3:4])=[CH:16][CH:15]=2)=[CH:8][CH:7]=1)=[CH:2][CH2:3][CH2:4][CH3:5] |f:1.2,^1:33,35,54,73|. Reported procedure: In a four necked flask equipped with a stirrer, a reflux condenser and a thermometer which had been replaced by a nitrogen atmosphere, 1-[4-(1-pentenyl)phenyl]-2-(4-bromophenyl)acetylene (3.9 g, 12 mmol), tetrakis(triphenylphosphine)palladium (0.23 g, 0.2 mmol), sodium hydroxide (2.4 g, 60 mmol) and tetrahydrofuran (60 ml) were charged. Then, to the mixture, a solution of E-1-pentenylcatecholborane (20 mmol) in tetrahydrofuran (50 ml) was dropwise added at room temperature, followed by heat refl... The reactants are CCO, CCOC(=O)COc1ccc([SH](C)Cc2cccc3[nH]c(-c4ccc(C(F)(F)F)cc4)nc23)cc1C, [Na+], [OH-]. The product is Cc1cc([SH](C)Cc2cccc3[nH]c(-c4ccc(C(F)(F)F)cc4)nc23)ccc1OCC(=O)O. Reaction SMILES: [CH3:39][CH2:40][OH:41].[CH3:3][c:4]1[c:5]([O:6][CH2:7][C:8](=[O:9])[O:10][CH2:11][CH3:12])[cH:13][cH:14][c:15]([SH:17]([CH3:18])[CH2:19][c:20]2[cH:21][cH:22][cH:23][c:24]3[nH:25][c:26](-[c:29]4[cH:30][cH:31][c:32]([C:35]([F:36])([F:37])[F:38])[cH:33][cH:34]4)[n:27][c:28]23)[cH:16]1.[Na+:2].[OH-:1]>>[CH3:3][c:4]1[c:5]([O:6][CH2:7][C:8](=[O:9])[OH:10])[cH:13][cH:14][c:15]([SH:17]([CH3:18])[CH2:19][c:20]2[cH:21][cH:22][cH:23][c:24]3[nH:25][c:26](-[c:29]4[cH:30][cH:31][c:32]([C:35]([F:36])([F:37])[F:38])[cH:33][cH:34]4)[n:27][c:28]23)[cH:16]1. The reactants are C(N)(=O)C1=CC=CC(=N1)C(=O)O (6-Carbamoyl-pyridine-2-carboxylic acid), P(=O)(Cl)(Cl)Cl (phosphorus oxychloride). The product is C(#N)C1=CC=CC(=N1)C(=O)O (6-Cyano-pyridine 2-carboxylic Acid). Reaction SMILES: [C:1]([C:4]1[N:9]=[C:8]([C:10]([OH:12])=[O:11])[CH:7]=[CH:6][CH:5]=1)(=O)[NH2:2].P(Cl)(Cl)(Cl)=O>>[C:1]([C:4]1[N:9]=[C:8]([C:10]([OH:12])=[O:11])[CH:7]=[CH:6][CH:5]=1)#[N:2]. Procedure: 6-Carbamoyl-pyridine-2-carboxylic acid (compound G1) (500 mg, 3 mmol) and phosphorus oxychloride (POCl3) (15 mL) are heated to reflux temperature for 2 h. The mixture is worked up in the usual manner and the crude product is further used without any purification.